This data is from the Open Reaction Database (ORD), a public repository of structured organic reaction records. The task is: describe an organic reaction: reactants, conditions, products, and yield The reactants are CC(C)CC(C)O, CN1C(=O)C2(CC2)CN(C2CCCCC2)c2nc(Cl)ncc21, CN1CCC(NC(=O)c2ccc(N)c(F)c2)CC1, O, Cc1ccc(S(=O)(=O)O)cc1. Yields the product CN1CCC(NC(=O)c2ccc(Nc3ncc4c(n3)N(C3CCCCC3)CC3(CC3)C(=O)N4C)c(F)c2)CC1. RXN SMILES: [CH3:53][CH:54]([CH3:55])[CH2:56][CH:57]([OH:58])[CH3:59].[Cl:1][c:2]1[n:3][cH:4][c:5]2[c:13]([n:14]1)[N:12]([CH:15]1[CH2:16][CH2:17][CH2:18][CH2:19][CH2:20]1)[CH2:11][C:8]1([C:7](=[O:21])[N:6]2[CH3:22])[CH2:9][CH2:10]1.[NH2:23][c:24]1[c:25]([F:40])[cH:26][c:27]([C:28](=[O:29])[NH:30][CH:31]2[CH2:32][CH2:33][N:34]([CH3:37])[CH2:35][CH2:36]2)[cH:38][cH:39]1.[OH2:41].[c:42]1([CH3:43])[cH:44][cH:45][c:46]([S:47]([OH:48])(=[O:49])=[O:50])[cH:51][cH:52]1>>[c:2]1([NH:23][c:24]2[c:25]([F:40])[cH:26][c:27]([C:28](=[O:29])[NH:30][CH:31]3[CH2:32][CH2:33][N:34]([CH3:37])[CH2:35][CH2:36]3)[cH:38][cH:39]2)[n:3][cH:4][c:5]2[c:13]([n:14]1)[N:12]([CH:15]1[CH2:16][CH2:17][CH2:18][CH2:19][CH2:20]1)[CH2:11][C:8]1([C:7](=[O:21])[N:6]2[CH3:22])[CH2:9][CH2:10]1. The reactants are [N+](=O)([O-])C=1C=C(C=CC1)C(=O)NC(=O)NC(C)C.NC=1C=C(C=CC1)C(=O)NC(=O)NC(C)C (3-Amino-N-(2-propylaminocarbonyl)phenylcarboxamide 3-Nitro-N-(2-propylaminocarbonyl)phenylcarboxamide). Reagents/catalysts: [Pd] (palladium/carbon). The solvent is C(C)O (ethanol). Reaction conditions: time 10 minute. Product: [N+](=O)([O-])C=1C=C(C=CC1)C(=O)NC(=O)NC(C)C (3-Nitro-N-(2-propylaminocarbonyl)phenylcarboxamide). The yield is 137.9%. Reaction SMILES: [N+:1]([C:4]1[CH:5]=[C:6]([C:10]([NH:12][C:13]([NH:15][CH:16]([CH3:18])[CH3:17])=[O:14])=[O:11])[CH:7]=[CH:8][CH:9]=1)([O-:3])=[O:2].NC1C=C(C(NC(NC(C)C)=O)=O)C=CC=1>C(O)C.[Pd]>[N+:1]([C:4]1[CH:5]=[C:6]([C:10]([NH:12][C:13]([NH:15][CH:16]([CH3:18])[CH3:17])=[O:14])=[O:11])[CH:7]=[CH:8][CH:9]=1)([O-:3])=[O:2] |f:0.1|. Procedure: 3-Amino-N-(2-propylaminocarbonyl)phenylcarboxamide 3-Nitro-N-(2-propylaminocarbonyl)phenylcarboxamide (1.5 g) was dissolved in 150 ml of ethanol, treated with 850 mg of 10% palladium/carbon catalyst, and hydrogenated on a Parr apparatus at 30 psi for 10 minutes. The reaction mixture was filtered through Celite and concentrated to give the title compound (1.1 g) as a solid. Reactants: CO, [H][H], [Na+], [OH-], Cn1c(O)nc(-c2ccncc2)c([N+](=O)[O-])c1=O. Yields the product Cn1c(O)nc(-c2ccncc2)c(N)c1=O. RXN SMILES: [CH3:21][OH:22].[H:19][H:20].[Na+:24].[OH-:23].[OH:1][c:2]1[n:3][c:4](-[c:13]2[cH:14][cH:15][n:16][cH:17][cH:18]2)[c:5]([N+:10]([O-:11])=[O:12])[c:6](=[O:9])[n:7]1[CH3:8]>>[OH:1][c:2]1[n:3][c:4](-[c:13]2[cH:14][cH:15][n:16][cH:17][cH:18]2)[c:5]([NH2:10])[c:6](=[O:9])[n:7]1[CH3:8]. The reactants are C(C)(=O)OCC1=C(C=C(C=C1N1C(C=2N(C=3CCCCC3C2)CC1)=O)F)B1OC(C(O1)(C)C)(C)C (2-(4,4,5,5-Tetramethyl-[1,3,2]dioxaborolan-2-yl)-4-fluoro-6-(1-oxo-3,4,6,7,8,9-hexahydropyrazino[1,2-a]indol-2(1H)-yl)benzyl Acetate), BrC=1C=C(C(N(C1)C)=O)NC1=NC=C(C=C1)N1CC2CN(CC2C1)C (5-Bromo-1-methyl-3-(5-(5-methyl-hexahydropyrrolo[3,4-c]pyrrol-2(1H)-yl)pyridin-2-ylamino)pyridin-2(1H)-one). Product: C(C)(=O)OCC1=C(C=C(C=C1N1C(C=2N(C=3CCCCC3C2)CC1)=O)F)C1=CN(C(C(=C1)NC1=NC=C(C=C1)N1CC2CN(CC2C1)C)=O)C (4-Fluoro-2-(1-methyl-5-(5-(5-methyl-hexahydropyrrolo[3,4-c]pyrrol-2(1H)-yl)pyridin-2-ylamino)-6-oxo-1,6-dihydropyridin-3-yl)-6-(1-oxo-3,4,6,7,8,9-hexahydropyrazino[1,2-a]indol-2(1H)-yl)benzyl Acetate). The yield is 50.7%. RXN SMILES: [C:1]([O:4][CH2:5][C:6]1[C:11]([N:12]2[CH2:24][CH2:23][N:15]3[C:16]4[CH2:17][CH2:18][CH2:19][CH2:20][C:21]=4[CH:22]=[C:14]3[C:13]2=[O:25])=[CH:10][C:9]([F:26])=[CH:8][C:7]=1B1OC(C)(C)C(C)(C)O1)(=[O:3])[CH3:2].Br[C:37]1[CH:38]=[C:39]([NH:45][C:46]2[CH:51]=[CH:50][C:49]([N:52]3[CH2:59][CH:58]4[CH:54]([CH2:55][N:56]([CH3:60])[CH2:57]4)[CH2:53]3)=[CH:48][N:47]=2)[C:40](=[O:44])[N:41]([CH3:43])[CH:42]=1>>[C:1]([O:4][CH2:5][C:6]1[C:11]([N:12]2[CH2:24][CH2:23][N:15]3[C:16]4[CH2:17][CH2:18][CH2:19][CH2:20][C:21]=4[CH:22]=[C:14]3[C:13]2=[O:25])=[CH:10][C:9]([F:26])=[CH:8][C:7]=1[C:37]1[CH:38]=[C:39]([NH:45][C:46]2[CH:51]=[CH:50][C:49]([N:52]3[CH2:59][CH:58]4[CH:54]([CH2:55][N:56]([CH3:60])[CH2:57]4)[CH2:53]3)=[CH:48][N:47]=2)[C:40](=[O:44])[N:41]([CH3:43])[CH:42]=1)(=[O:3])[CH3:2]. Reported procedure: Following Examples 148h, 142 mg of 4-fluoro-2-(1-oxo-3,4,6,7,8,9-hexahydropyrazino[1,2-a]indol-2(1H)-yl)-6-(4,4,5,5-tetramethyl-1,3,2-dioxaborolan-2-yl)benzyl acetate 210d (0.29 mmol) and 119 mg of 335e (0.29 mmol) were reacted to give 335f as a yellow solid (100 mg, 51%). LCMS: [M+H]+ 680 Reactants: O=C1N(C(CC1)=O)OC(CCCC(NC1=CC=C(C=C1)CCC(CC(C)=O)=O)=O)=O (4-[4-(3,5-dioxo-hexyl)-phenylcarbamoyl]-butyric acid 2,5-dioxo-pyrrolidin-1-yl ester), C(C)(C)(C)OC(CCOCCOCCOCCN)=O (3-{2-[2-(2-amino-ethoxy)-ethoxy]-ethoxy}-propionic acid tert-butyl ester), CCN(C(C)C)C(C)C (DIEA). Run in C(Cl)Cl (CH2Cl2). The product is C(C)(C)(C)OC(CCOCCOCCOCCNC(CCCC(NC1=CC=C(C=C1)CCC(CC(C)=O)=O)=O)=O)=O (3-{2-[2-(2-{4-[4-(3,5-Dioxo-hexyl)-phenylcarbamoyl]-butyrylamino}-ethoxy)-ethoxy]-ethoxy}-propionic acid tert-butyl ester). RXN SMILES: O=C1CCC(=O)N1O[C:9](=[O:30])[CH2:10][CH2:11][CH2:12][C:13](=[O:29])[NH:14][C:15]1[CH:20]=[CH:19][C:18]([CH2:21][CH2:22][C:23](=[O:28])[CH2:24][C:25](=[O:27])[CH3:26])=[CH:17][CH:16]=1.[C:31]([O:35][C:36](=[O:49])[CH2:37][CH2:38][O:39][CH2:40][CH2:41][O:42][CH2:43][CH2:44][O:45][CH2:46][CH2:47][NH2:48])([CH3:34])([CH3:33])[CH3:32].CCN(C(C)C)C(C)C>C(Cl)Cl>[C:31]([O:35][C:36](=[O:49])[CH2:37][CH2:38][O:39][CH2:40][CH2:41][O:42][CH2:43][CH2:44][O:45][CH2:46][CH2:47][NH:48][C:9](=[O:30])[CH2:10][CH2:11][CH2:12][C:13](=[O:29])[NH:14][C:15]1[CH:16]=[CH:17][C:18]([CH2:21][CH2:22][C:23](=[O:28])[CH2:24][C:25](=[O:27])[CH3:26])=[CH:19][CH:20]=1)([CH3:32])([CH3:34])[CH3:33]. Procedure: A solution of 4-[4-(3,5-dioxo-hexyl)-phenylcarbamoyl]-butyric acid 2,5-dioxo-pyrrolidin-1-yl ester (1.5 g, 3.6 mmol), 3-{2-[2-(2-amino-ethoxy)-ethoxy]-ethoxy}-propionic acid tert-butyl ester (1.0 g, 3.6 mmol) and DIEA (1.3 L, 7.2 mmol) in CH2Cl2 (10 mL) was stirred at rt overnight. The solvent was removed in vacuo and the residual oil purified using column chromatography EtOAc/MeOH (95:5) to give the title compound as a transparent oil, (M+1)=579. Reactants: NC1=C(C(=NO1)C)Br (5-amino-4-bromo-3-methylisoxazole), C1(=CC(=CC=C1)S(=O)(=O)Cl)C (3-toluenesulfonyl chloride). Yields the product BrC=1C(=NOC1NS(=O)(=O)C=1C=C(C=CC1)C)C (N-(4-bromo-3-methyl-5-isoxazolyl)-3-toluenesulfonamide). Yield: 63.0%. As a reaction SMILES: [NH2:1][C:2]1[O:6][N:5]=[C:4]([CH3:7])[C:3]=1[Br:8].[C:9]1([CH3:19])[CH:14]=[CH:13][CH:12]=[C:11]([S:15](Cl)(=[O:17])=[O:16])[CH:10]=1>>[Br:8][C:3]1[C:4]([CH3:7])=[N:5][O:6][C:2]=1[NH:1][S:15]([C:11]1[CH:10]=[C:9]([CH3:19])[CH:14]=[CH:13][CH:12]=1)(=[O:17])=[O:16]. Procedure: N-(4-bromo-3-methyl-5-isoxazolyl)-3-toluenesulfonamide was prepared from 5-amino-4-bromo-3-methylisoxazole and 3-toluenesulfonyl chloride according to the procedures described in Example 30. The crude product was purified by recrystallization from ethyl acetate/hexanes to give a crystalline solid, m.p. 138-140° C., yield 63%.